This data is from the Open Reaction Database (ORD), a public repository of structured organic reaction records. The task is: describe an organic reaction: reactants, conditions, products, and yield Reactants: Cc1cc(Cl)c(OCCOc2ccc(CC(CNC(=O)OC(C)(C)C)C(=O)N(Cc3ccncc3)C3CC3)cc2)c(Cl)c1, ClCCl, Cl. The product is Cc1cc(Cl)c(OCCOc2ccc(CC(CN)C(=O)N(Cc3ccncc3)C3CC3)cc2)c(Cl)c1. Reaction SMILES: [CH:1]1([N:4]([C:5]([CH:6]([CH2:7][NH:8][C:9](=[O:10])[O:11][C:12]([CH3:13])([CH3:14])[CH3:15])[CH2:16][c:17]2[cH:18][cH:19][c:20]([O:23][CH2:24][CH2:25][O:26][c:27]3[c:28]([Cl:35])[cH:29][c:30]([CH3:34])[cH:31][c:32]3[Cl:33])[cH:21][cH:22]2)=[O:36])[CH2:37][c:38]2[cH:39][cH:40][n:41][cH:42][cH:43]2)[CH2:2][CH2:3]1.[Cl:45][CH2:46][Cl:47].[ClH:44]>>[CH:1]1([N:4]([C:5]([CH:6]([CH2:7][NH2:8])[CH2:16][c:17]2[cH:18][cH:19][c:20]([O:23][CH2:24][CH2:25][O:26][c:27]3[c:28]([Cl:35])[cH:29][c:30]([CH3:34])[cH:31][c:32]3[Cl:33])[cH:21][cH:22]2)=[O:36])[CH2:37][c:38]2[cH:39][cH:40][n:41][cH:42][cH:43]2)[CH2:2][CH2:3]1. Yields the product CN(C)C1CC=C(c2cccc(N)c2F)CC1. Starting materials: CN(C)C1CC=C(c2cccc(N=C(c3ccccc3)c3ccccc3)c2F)CC1, C1CCOC1, Cl, [NH4+], [OH-]. RXN SMILES: [C:2]([c:3]1[cH:4][cH:5][cH:6][cH:7][cH:8]1)([c:9]1[cH:10][cH:11][cH:12][cH:13][cH:14]1)=[N:15][c:16]1[c:17]([F:31])[c:18]([C:22]2=[CH:23][CH2:24][CH:25]([N:28]([CH3:29])[CH3:30])[CH2:26][CH2:27]2)[cH:19][cH:20][cH:21]1.[CH2:34]1[O:35][CH2:36][CH2:37][CH2:38]1.[ClH:1].[NH4+:33].[OH-:32]>>[NH2:15][c:16]1[c:17]([F:31])[c:18]([C:22]2=[CH:23][CH2:24][CH:25]([N:28]([CH3:29])[CH3:30])[CH2:26][CH2:27]2)[cH:19][cH:20][cH:21]1. Reactants: CC(=O)O, O, CC1(C)SC2C(NC(=O)Cc3ccccc3)C(=O)N2C1C(=O)OCC(Cl)(Cl)Cl. RXN SMILES: [CH3:29][C:30]([OH:31])=[O:32].[OH2:33].[c:1]1([CH2:7][C:8](=[O:9])[NH:10][CH:11]2[CH:12]3[N:13]([CH:14]([C:19](=[O:20])[O:21][CH2:22][C:23]([Cl:24])([Cl:25])[Cl:26])[C:15]([CH3:17])([CH3:18])[S:16]3)[C:27]2=[O:28])[cH:2][cH:3][cH:4][cH:5][cH:6]1>>[c:1]1([CH2:7][C:8](=[O:9])[NH:10][CH:11]2[CH:12]3[N:13]([CH:14]([C:19](=[O:20])[O:21][CH2:22][C:23]([Cl:24])([Cl:25])[Cl:26])[C:15]([CH3:17])([CH3:18])[S:16]3=[O:31])[C:27]2=[O:28])[cH:2][cH:3][cH:4][cH:5][cH:6]1. The product is CC1(C)C(C(=O)OCC(Cl)(Cl)Cl)N2C(=O)C(NC(=O)Cc3ccccc3)C2S1=O. Starting materials: ClC=1C=C(C=CC1Cl)NC(C(=O)O)C (2-(3,4-dichloro-phenylamino)-propionic acid), ClC=1C=C(C=CC1Cl)NC(C(=O)O)C (2-(3,4-dichloro-phenylamino)-propionic acid). Run in C1CCOC1 (THF). Reaction conditions: time 2 hour. Yields the product ClC=1C=C(C=CC1Cl)NC(CO)C (2-(3,4-Dichloro-phenylamino)-propan-1-ol). Yield: 99.5%. Reaction SMILES: [Cl:1][C:2]1[CH:3]=[C:4]([NH:9][CH:10]([CH3:14])[C:11](O)=[O:12])[CH:5]=[CH:6][C:7]=1[Cl:8]>C1COCC1>[Cl:1][C:2]1[CH:3]=[C:4]([NH:9][CH:10]([CH3:14])[CH2:11][OH:12])[CH:5]=[CH:6][C:7]=1[Cl:8]. Reported procedure: 33.11 ml (33.11 mmol, 1 M in THF) of a borane-tetrahydrofuran complex solution was added dropwise at 0° C. to a solution of 3.10 g (13.24 mmol) 2-(3,4-dichloro-phenylamino)-propionic acid (synthesized in analogy to intermediate 11, with 3,4-dichloroiodobenzene, D-alanine and copper(I) iodide, 2-hydroxybenzaldehyde phenylhydrazone and tri-potassium phosphate in N,N-dimethylformamide; enantiomeric ratio 71:29) in 50 ml THF, then after 10 min the ice bath was removed and the solution stirred for 2 ... The product is CC=1SC2=C(N1)C=CC(=C2)O (2-methylbenzothiazol-6-ol). Reported procedure: Compound 50 was prepared from the commercially available 6-methoxy-2-methyl-benzothiazole as described in partC-4 of Example 1. Synthesis of 2-methyl-6-(oxiran-2-ylmethoxy)benzothiazole (51): RXN SMILES: C[O:2][C:3]1[CH:12]=[CH:11][C:6]2[N:7]=[C:8]([CH3:10])[S:9][C:5]=2[CH:4]=1.CC1SC2C=C(OCC3CO3)C=CC=2N=1>>[CH3:10][C:8]1[S:9][C:5]2[CH:4]=[C:3]([OH:2])[CH:12]=[CH:11][C:6]=2[N:7]=1. Starting materials: COC1=CC2=C(N=C(S2)C)C=C1 (6-methoxy-2-methyl-benzothiazole), CC=1SC2=C(N1)C=CC(=C2)OCC2OC2 (2-methyl-6-(oxiran-2-ylmethoxy)benzothiazole).